describe an organic reaction: reactants, conditions, products, and yield From a dataset of the Open Reaction Database (ORD), a public repository of structured organic reaction records. The reactants are [Br-], C1CCOC1, C[Mg+], CC(=O)CC1(c2ccc(F)cc2)CCN(C(C)c2ccc(-c3ccc(F)cc3F)cc2)C(=O)O1. Yields the product CC(c1ccc(-c2ccc(F)cc2F)cc1)N1CCC(CC(C)(C)O)(c2ccc(F)cc2)OC1=O. RXN SMILES: [Br-:35].[CH2:38]1[O:39][CH2:40][CH2:41][CH2:42]1.[CH3:36][Mg+:37].[F:1][c:2]1[c:3](-[c:9]2[cH:10][cH:11][c:12]([CH:15]([CH3:16])[N:17]3[C:18](=[O:34])[O:19][C:20]([CH2:23][C:24]([CH3:25])=[O:26])([c:27]4[cH:28][cH:29][c:30]([F:33])[cH:31][cH:32]4)[CH2:21][CH2:22]3)[cH:13][cH:14]2)[cH:4][cH:5][c:6]([F:8])[cH:7]1>>[F:1][c:2]1[c:3](-[c:9]2[cH:10][cH:11][c:12]([CH:15]([CH3:16])[N:17]3[C:18](=[O:34])[O:19][C:20]([CH2:23][C:24]([CH3:25])([OH:26])[CH3:36])([c:27]4[cH:28][cH:29][c:30]([F:33])[cH:31][cH:32]4)[CH2:21][CH2:22]3)[cH:13][cH:14]2)[cH:4][cH:5][c:6]([F:8])[cH:7]1. The reactants are CCc1ccc(N=C=O)cc1, C1CCOC1, CN(C)c1ccncc1, CC(C)(CCO)C(=O)NCc1ccccc1Cl. Product: CCc1ccc(NC(=O)OCCC(C)(C)C(=O)NCc2ccccc2Cl)cc1. Reaction SMILES: [CH2:18]([CH3:19])[c:20]1[cH:21][cH:22][c:23]([N:26]=[C:27]=[O:28])[cH:24][cH:25]1.[CH2:29]1[O:30][CH2:31][CH2:32][CH2:33]1.[CH3:34][N:35]([c:36]1[cH:37][cH:38][n:39][cH:40][cH:41]1)[CH3:42].[Cl:1][c:2]1[c:3]([CH2:4][NH:5][C:6]([C:7]([CH2:8][CH2:9][OH:10])([CH3:11])[CH3:12])=[O:13])[cH:14][cH:15][cH:16][cH:17]1>>[Cl:1][c:2]1[c:3]([CH2:4][NH:5][C:6]([C:7]([CH2:8][CH2:9][O:10][C:27]([NH:26][c:23]2[cH:22][cH:21][c:20]([CH2:18][CH3:19])[cH:25][cH:24]2)=[O:28])([CH3:11])[CH3:12])=[O:13])[cH:14][cH:15][cH:16][cH:17]1.